From a dataset of the Open Reaction Database (ORD), a public repository of structured organic reaction records. describe an organic reaction: reactants, conditions, products, and yield Starting materials: C(C(=O)Cl)(=O)Cl (Oxalyl chloride), CN(C)C=O (DMF), O1CCCC1 (tetrahydrofuran), C(C)(C)NC(C)C (diisopropylamine), CCN(C(C)C)C(C)C (DIPEA). Reaction conditions: time 1 hour. Yields the product ClC=1C=C(C(=O)N(C(C)C)C(C)C)C=C(C1)OC (3-Choro-N,N-diisopropyl-5-methoxy-benzamide). As a reaction SMILES: C(Cl)(=O)C([Cl:4])=O.CN([CH:10]=[O:11])C.[CH:12]([NH:15][CH:16]([CH3:18])[CH3:17])([CH3:14])[CH3:13].CCN([CH:25]([CH3:27])[CH3:26])C(C)C.[O:28]1[CH2:32][CH2:31][CH2:30][CH2:29]1>>[Cl:4][C:32]1[CH:31]=[C:30]([CH:27]=[C:25]([O:11][CH3:10])[CH:26]=1)[C:29]([N:15]([CH:16]([CH3:18])[CH3:17])[CH:12]([CH3:14])[CH3:13])=[O:28]. Reported procedure: Oxalyl chloride (2.36 ml) was added dropwise to a solution of DMF (0.1 ml) and 3-chloro-5-methoxybenzoic acid3 (4.67 g) in anhydrous tetrahydrofuran (100 ml). After 1 h, diisopropylamine (3.75 ml) and DIPEA (9.51 ml) were added and stirring was continued for 18 h. The reaction mixture was partitioned between ethyl acetate and water, and the organic layer extracted with 1 M hydrochloric acid, saturated aqueous sodium bicarbonate and water. After drying the organic phase with brine and over sodium... RXN SMILES: [Se](=O)=[O:2].[Cl:4][C:5]1[CH:14]=[C:13]2[C:8]([C:9]([CH3:15])=[CH:10][CH:11]=[N:12]2)=[CH:7][CH:6]=1>O1CCOCC1.O>[Cl:4][C:5]1[CH:14]=[C:13]2[C:8]([C:9]([CH:15]=[O:2])=[CH:10][CH:11]=[N:12]2)=[CH:7][CH:6]=1. The reactants are ClC1=CC=C2C(=CC=NC2=C1)C (7-chlorolepidine), [Se](=O)=O (Selenium dioxide). Procedure details: Selenium dioxide (4.52g; 40.3mmol) in a mixture of 25ml of dioxane and 6ml of water was added in a dropwise fashion to 7-chlorolepidine (6; 6.50g; 36.6mmol) in 25ml of dioxane to 65 °-75° C. The temperature was raised to 85° C. and maintained there with stirring for 6 hours. After cooling, the mixture was filtered through Celite™ and concentrated. The crude material was purified on a flash column, eluting with 10% ethyl acetate/hexane to obtain 5.24g (74%) of aldehyde 7 as a yellow solid. 1H NMR... Isolated yield 74.7%. The product is ClC1=CC=C2C(=CC=NC2=C1)C=O (7-Chloroquinoline-4-carboxaldehyde). Reaction conditions: temperature 85 celsius, time 6 hour. The solvent is O1CCOCC1 (dioxane), O1CCOCC1 (dioxane), O (water). Reactants: C(#N)C=1C=C(C=CC1B1OCC(CO1)(C)C)S(=O)(=O)N(C1=NC=NS1)CC1=C(C=C(C=C1)OC)OC (3-cyano-N-(2,4-dimethoxybenzyl)-4-(5,5-dimethyl-1,3,2-dioxaborinan-2-yl)-N-1,2,4-thiadiazol-5-ylbenzenesulfonamide), aqueous solution, C([O-])([O-])=O.[K+].[K+] (potassium carbonate), COC1=C(CBr)C=CC(=C1)C(F)(F)F (2-methoxy-4-(trifluoromethyl)benzyl bromide). Reagents/catalysts: C=1C=CC(=CC1)[P](C=2C=CC=CC2)(C=3C=CC=CC3)[Pd]([P](C=4C=CC=CC4)(C=5C=CC=CC5)C=6C=CC=CC6)([P](C=7C=CC=CC7)(C=8C=CC=CC8)C=9C=CC=CC9)[P](C=1C=CC=CC1)(C=1C=CC=CC1)C=1C=CC=CC1 (tetrakis(triphenylphosphine)palladium). Run in O1CCCC1 (tetrahydrofuran). Conditions: temperature 65 celsius. The product is C(#N)C=1C=C(C=CC1CC1=C(C=C(C=C1)C(F)(F)F)OC)S(=O)(=O)N(C1=NC=NS1)CC1=C(C=C(C=C1)OC)OC (3-Cyano-N-(2,4-dimethoxybenzyl)-4-[2-methoxy-4-(trifluoromethyl)benzyl]-N-1,2,4-thiadiazol-5-ylbenzenesulfonamide). RXN SMILES: [C:1]([C:3]1[CH:4]=[C:5]([S:17]([N:20]([CH2:26][C:27]2[CH:32]=[CH:31][C:30]([O:33][CH3:34])=[CH:29][C:28]=2[O:35][CH3:36])[C:21]2[S:25][N:24]=[CH:23][N:22]=2)(=[O:19])=[O:18])[CH:6]=[CH:7][C:8]=1B1OCC(C)(C)CO1)#[N:2].C(=O)([O-])[O-].[K+].[K+].[CH3:43][O:44][C:45]1[CH:52]=[C:51]([C:53]([F:56])([F:55])[F:54])[CH:50]=[CH:49][C:46]=1[CH2:47]Br>O1CCCC1.C1C=CC([P]([Pd]([P](C2C=CC=CC=2)(C2C=CC=CC=2)C2C=CC=CC=2)([P](C2C=CC=CC=2)(C2C=CC=CC=2)C2C=CC=CC=2)[P](C2C=CC=CC=2)(C2C=CC=CC=2)C2C=CC=CC=2)(C2C=CC=CC=2)C2C=CC=CC=2)=CC=1>[C:1]([C:3]1[CH:4]=[C:5]([S:17]([N:20]([CH2:26][C:27]2[CH:32]=[CH:31][C:30]([O:33][CH3:34])=[CH:29][C:28]=2[O:35][CH3:36])[C:21]2[S:25][N:24]=[CH:23][N:22]=2)(=[O:18])=[O:19])[CH:6]=[CH:7][C:8]=1[CH2:47][C:46]1[CH:49]=[CH:50][C:51]([C:53]([F:54])([F:55])[F:56])=[CH:52][C:45]=1[O:44][CH3:43])#[N:2] |f:1.2.3,^1:65,67,86,105|. Reported procedure: To a solution of 3-cyano-N-(2,4-dimethoxybenzyl)-4-(5,5-dimethyl-1,3,2-dioxaborinan-2-yl)-N-1,2,4-thiadiazol-5-ylbenzenesulfonamide (Preparation 29, 45.5 mg, 0.086 mmol) in tetrahydrofuran (1 mL) was added a 2 M aqueous solution of potassium carbonate (116 μL, 3.03 mmol) and 2-methoxy-4-(trifluoromethyl)benzyl bromide (21 mg, 0.08 mmol). The solution was sparged with nitrogen before the addition of tetrakis(triphenylphosphine)palladium (0) (9.2 mg, 0.0008 mmol). The reaction mixture was heated a...